Task: describe an organic reaction: reactants, conditions, products, and yield. Dataset: the Open Reaction Database (ORD), a public repository of structured organic reaction records Starting materials: ClC1=CC=C(C=C1)C1CC(=O)OC(C1)=O (3-(4-chlorophenyl)glutaric anhydride), NC1=C(C=CC(=C1)Cl)S (2-amino-4-chlorothiophenol). Solvent: ClCCl (dichloromethane). Run at time 8 hour. Product: ClC=1C=CC2=C(N=C(S2)CC(CC(=O)O)C2=CC=C(C=C2)Cl)C1 (4-(5-chloro-2-benzothiazolyl)-3-(4-chlorophenyl)butanoic acid). Yield: 36.8%. RXN SMILES: [Cl:1][C:2]1[CH:7]=[CH:6][C:5]([CH:8]2[CH2:14][C:13](=O)[O:12][C:10](=[O:11])[CH2:9]2)=[CH:4][CH:3]=1.[NH2:16][C:17]1[CH:22]=[C:21]([Cl:23])[CH:20]=[CH:19][C:18]=1[SH:24]>ClCCl>[Cl:23][C:21]1[CH:20]=[CH:19][C:18]2[S:24][C:13]([CH2:14][CH:8]([C:5]3[CH:4]=[CH:3][C:2]([Cl:1])=[CH:7][CH:6]=3)[CH2:9][C:10]([OH:12])=[O:11])=[N:16][C:17]=2[CH:22]=1. Procedure: A mixture of 3-(4-chlorophenyl)glutaric anhydride (0.5 g) and commercial 2-amino-4-chlorothiophenol (0.37 g) is dissolved in boiling dichloromethane (3 ml). The solution is stirred overnight at rt. The precipitate is isolated by suction filtration, washed with dichloromethane, and dried in vacuo. The crude product is recrystallised from acetone to give 0.3 g of 4-(5-chloro-2-benzothiazolyl)-3-(4-chlorophenyl)butanoic acid as colourless crystals. Reactants: CS(C)=O, CCOC(C)=O, Cl, [Na+], [OH-], O=C(OC1CCC(n2c(=O)[nH]c3cnc(-n4cnc5ccc(F)cc54)nc32)CC1)n1ccnc1. Yields the product O=c1[nH]c2cnc(-n3cnc4ccc(F)cc43)nc2n1C1CCC(O)CC1. As a reaction SMILES: [CH3:38][S:39]([CH3:40])=[O:41].[CH3:42][CH2:43][O:44][C:45]([CH3:46])=[O:47].[ClH:35].[Na+:37].[OH-:36].[n:1]1([C:2](=[O:3])[O:8][CH:9]2[CH2:10][CH2:11][CH:12]([n:15]3[c:16]4[n:17][c:18](-[n:25]5[cH:26][n:27][c:28]6[c:29]5[cH:30][c:31]([F:34])[cH:32][cH:33]6)[n:19][cH:20][c:21]4[nH:22][c:23]3=[O:24])[CH2:13][CH2:14]2)[cH:4][cH:5][n:6][cH:7]1>>[OH:8][CH:9]1[CH2:10][CH2:11][CH:12]([n:15]2[c:16]3[n:17][c:18](-[n:25]4[cH:26][n:27][c:28]5[c:29]4[cH:30][c:31]([F:34])[cH:32][cH:33]5)[n:19][cH:20][c:21]3[nH:22][c:23]2=[O:24])[CH2:13][CH2:14]1. The reactants are BrC=1C=CC=2NC3=CC=C(C=C3C2C1)Br (3,6-dibromocarbazole), C(C)(C)(C)C1=CC=C(CBr)C=C1 (4-(tert-butyl)-benzyl bromide), [H-].[Na+] (NaH), O (water). Solvent: CN(C)C=O (DMF), CN(C)C=O (DMF), CN(C)C=O (DMF), C(C)(=O)OCC (ethyl acetate). Conditions: temperature 60 celsius. Yields the product C(C)(C)(C)C1=CC=C(C=C1)CN1C2=CC=C(C=C2C=2C=C(C=CC12)Br)Br (N-(4-tert-Butylphenyl)methyl-3,6-dibromocarbazole). RXN SMILES: [H-].[Na+].[Br:3][C:4]1[CH:5]=[CH:6][C:7]2[NH:8][C:9]3[C:14]([C:15]=2[CH:16]=1)=[CH:13][C:12]([Br:17])=[CH:11][CH:10]=3.[C:18]([C:22]1[CH:29]=[CH:28][C:25]([CH2:26]Br)=[CH:24][CH:23]=1)([CH3:21])([CH3:20])[CH3:19].O>CN(C=O)C.C(OCC)(=O)C>[C:18]([C:22]1[CH:23]=[CH:24][C:25]([CH2:26][N:8]2[C:7]3[CH:6]=[CH:5][C:4]([Br:3])=[CH:16][C:15]=3[C:14]3[C:9]2=[CH:10][CH:11]=[C:12]([Br:17])[CH:13]=3)=[CH:28][CH:29]=1)([CH3:21])([CH3:20])[CH3:19] |f:0.1|. Reported procedure: In a 250 ml one-neck flask provided with a reflux condenser, 990 mg (41.2 mmol) of NaH were suspended in 80 ml of dry DMF under protective gas. 10 g (30.8 mmol) of 3,6-dibromocarbazole in 80 ml of DMF were added dropwise to this reaction mixture at RT over a period of 20 minutes. A solution of 4-(tert-butyl)-benzyl bromide in 50 ml of DMF was subsequently added dropwise and the mixture was heated at 60° C. for 8 hours. After cooling to room temperature, 300 ml of water and 200 ml of ethyl acetat... Starting materials: COC(=O)c1cc(-c2cc(C)[nH]c2C)nn1C, CCO, Cl, [K+], NO, [OH-], O. Product: COC(=O)c1cc(N)nn1C. As a reaction SMILES: [C:6](=[O:7])([O:8][CH3:9])[c:10]1[cH:11][c:12](-[c:16]2[cH:17][c:18]([CH3:19])[nH:20][c:21]2[CH3:22])[n:13][n:14]1[CH3:15].[CH3:24][CH2:25][OH:26].[ClH:3].[K+:2].[NH2:4][OH:5].[OH-:1].[OH2:23]>>[NH2:4][c:12]1[cH:11][c:10]([C:6](=[O:7])[O:8][CH3:9])[n:14]([CH3:15])[n:13]1.